From a dataset of the Open Reaction Database (ORD), a public repository of structured organic reaction records. describe an organic reaction: reactants, conditions, products, and yield Reactants: CC(C)(C)OC(=O)c1c(COc2ccc(-c3ccc(CC(=O)O)cc3)cc2)ccc(C(F)(F)F)c1O, CN, Cl. Product: CNC(=O)Cc1ccc(-c2ccc(OCc3ccc(C(F)(F)F)c(O)c3C(=O)OC(C)(C)C)cc2)cc1. As a reaction SMILES: [C:1]([CH3:2])([CH3:3])([CH3:4])[O:5][C:6](=[O:7])[c:8]1[c:9]([CH2:10][O:11][c:12]2[cH:13][cH:14][c:15](-[c:18]3[cH:19][cH:20][c:21]([CH2:24][C:25](=[O:26])[OH:27])[cH:22][cH:23]3)[cH:16][cH:17]2)[cH:28][cH:29][c:30]([C:33]([F:34])([F:35])[F:36])[c:31]1[OH:32].[CH3:38][NH2:39].[ClH:37]>>[C:1]([CH3:2])([CH3:3])([CH3:4])[O:5][C:6](=[O:7])[c:8]1[c:9]([CH2:10][O:11][c:12]2[cH:13][cH:14][c:15](-[c:18]3[cH:19][cH:20][c:21]([CH2:24][C:25](=[O:26])[NH:39][CH3:38])[cH:22][cH:23]3)[cH:16][cH:17]2)[cH:28][cH:29][c:30]([C:33]([F:34])([F:35])[F:36])[c:31]1[OH:32]. Starting materials: O (water), FC1=CC=C2C(=NNC2=C1)C (6-Fluoro-3-methyl-1H-indazole), C(C)(=O)OC(C)=O (acetic anhydride), CCN(C(C)C)C(C)C (Hunig's base). Reagents/catalysts: CN(C)C=1C=CN=CC1 (DMAP). Solvent: C(Cl)Cl (CH2Cl2). Conditions: temperature 20 celsius, time 1 hour. Product: C(C)(=O)N1N=C(C2=CC=C(C=C12)F)C (1-Acetyl-6-fluoro-3-methyl-1H-indazole). Yield: 95.4%. RXN SMILES: [F:1][C:2]1[CH:10]=[C:9]2[C:5]([C:6]([CH3:11])=[N:7][NH:8]2)=[CH:4][CH:3]=1.[C:12](OC(=O)C)(=[O:14])[CH3:13].CCN(C(C)C)C(C)C.O>C(Cl)Cl.CN(C1C=CN=CC=1)C>[C:12]([N:8]1[C:9]2[C:5](=[CH:4][CH:3]=[C:2]([F:1])[CH:10]=2)[C:6]([CH3:11])=[N:7]1)(=[O:14])[CH3:13]. Procedure: 6-Fluoro-3-methyl-1H-indazole (2.79 g, 18.6 mmol) in CH2Cl2 (50 mL) was treated with acetic anhydride (2.8 g, 30 mmol), Hunig's base (5.2 mL, 30 mmol) and DMAP (0.2 g, 1.7 mmol). The mixture was stirred 1 h at 20° C., poured into water (100 mL) and extracted with CH2Cl2 (2×100 mL). The extracts were dried (Na2SO4), concentrated and the residue recrystallised from hexane to give the title compound (3.41 g, 96%) as a white crystalline solid; mp 89°-91° C. (from hexane); 1H NMR (360 MHz, CDCl3) δ 8... The reactants are CC1CC(C(=O)OC(C)(C)C)N(C(=O)OC(C)(C)C)C1=O, C[Si](C)(C)[N-][Si](C)(C)C, CI, [Li+], C1CCOC1. The product is CC(C)(C)OC(=O)C1CC(C)(C)C(=O)N1C(=O)OC(C)(C)C. As a reaction SMILES: [C:1]([CH3:2])([CH3:3])([CH3:4])[O:5][C:6](=[O:7])[N:8]1[CH:9]([C:15](=[O:16])[O:17][C:18]([CH3:19])([CH3:20])[CH3:21])[CH2:10][CH:11]([CH3:14])[C:12]1=[O:13].[CH3:22][Si:23]([CH3:24])([CH3:25])[N-:26][Si:27]([CH3:28])([CH3:29])[CH3:30].[CH3:32][I:33].[Li+:31].[O:34]1[CH2:35][CH2:36][CH2:37][CH2:38]1>>[C:1]([CH3:2])([CH3:3])([CH3:4])[O:5][C:6](=[O:7])[N:8]1[CH:9]([C:15](=[O:16])[O:17][C:18]([CH3:19])([CH3:20])[CH3:21])[CH2:10][C:11]([CH3:14])([CH3:22])[C:12]1=[O:13].